From a dataset of the Open Reaction Database (ORD), a public repository of structured organic reaction records. describe an organic reaction: reactants, conditions, products, and yield Reactants: CN(C=1OC(C(N1)=O)C(C)C1=CNC2=CC(=CC=C12)F)C (2-Dimethylamino-5-[1-(6-fluoroindol-3-yl)ethyl]-2-oxazolin-4-one), CN (methylamine). Reaction conditions: time 3 hour. Yields the product FC1=CC=C2C(=CNC2=C1)C(C)C1C(N=C(O1)NC)=O (5-[1-(6-fluoroindol-3-yl)ethyl]-2-methylamino-2-oxazolin-4-one). Isolated yield 78.5%. Reaction SMILES: [CH3:1][N:2](C)[C:3]1[O:4][CH:5]([CH:9]([C:11]2[C:19]3[C:14](=[CH:15][C:16]([F:20])=[CH:17][CH:18]=3)[NH:13][CH:12]=2)[CH3:10])[C:6](=[O:8])[N:7]=1.CN>>[F:20][C:16]1[CH:15]=[C:14]2[C:19]([C:11]([CH:9]([CH:5]3[O:4][C:3]([NH:2][CH3:1])=[N:7][C:6]3=[O:8])[CH3:10])=[CH:12][NH:13]2)=[CH:18][CH:17]=1. Procedure: 2-Dimethylamino-5-[1-(6-fluoroindol-3-yl)ethyl]-2-oxazolin-4-one (340 mg) was dissolved into methylamine (5 ml) at −10° C. The mixture was stirred for 3 hours at the same temperature. The mixture was concentrated to give a residue, which was subjected to column chromatography. Elution with hexane-acetone (1:1) provided the titled compound (254 mg). The reactants are O=[N+]([O-])OCCCCBr, O=C([O-])[O-], COc1cc(C(=O)O)ccc1O, CN(C)C=O, ClCCl, [Cs+], [Cs+]. Product: COc1cc(C(=O)OCCCCO[N+](=O)[O-])ccc1O. Reaction SMILES: [Br:19][CH2:20][CH2:21][CH2:22][CH2:23][O:24][N+:25](=[O:26])[O-:27].[C:13](=[O:14])([O-:15])[O-:16].[CH3:1][O:2][c:3]1[cH:4][c:5]([C:10]([OH:11])=[O:12])[cH:6][cH:7][c:8]1[OH:9].[CH3:28][N:29]([CH3:30])[CH:31]=[O:32].[Cl:33][CH2:34][Cl:35].[Cs+:17].[Cs+:18]>>[CH3:1][O:2][c:3]1[cH:4][c:5]([C:10]([O:11][CH2:20][CH2:21][CH2:22][CH2:23][O:24][N+:25](=[O:26])[O-:27])=[O:12])[cH:6][cH:7][c:8]1[OH:9]. Reactants: NC(=O)N (urea), Cl (hydrochloric acid), Cl(=O)(=O)(=O)[O-].[Na+] (sodium perchlorate). Reaction conditions: temperature 40 celsius, time 10 minute. Yields the product Cl(=O)(=O)(=O)O.NC(=O)N (urea perchlorate). As a reaction SMILES: [NH2:1][C:2]([NH2:4])=[O:3].Cl.[Cl:6]([O-:10])(=[O:9])(=[O:8])=[O:7].[Na+]>>[Cl:6]([OH:10])(=[O:9])(=[O:8])=[O:7].[NH2:1][C:2]([NH2:4])=[O:3] |f:2.3,4.5|. Procedure details: 606 Grams of urea were added to 1040 g of 35% hydrochloric acid and dissolved therein under agitation. Then, 1405 g of sodium perchlorate were added to the solution and the mixture was stirred vigorously for 10 minutes at 40°C and cooled to 20°C. The precipitated crystals were separated by filtration. These crystals were sodium chloride. The filtrate contained about 65% of urea perchlorate but still contained a small amount of sodium chloride dissolved therein. Thus, the filtrate was concentrate... Reactants: Clc1nc2c(Br)c(Cl)c(Cl)cc2[nH]1, CC(=O)OC1OC(C)C(OC(C)=O)C1OC(C)=O, C[Si](C)(C)OS(=O)(=O)C(F)(F)F, CC#N, CCOC(C)=O. Yields the product CC(=O)OC1C(C)OC(n2c(Cl)nc3c(Br)c(Cl)c(Cl)cc32)C1OC(C)=O. RXN SMILES: [Br:1][c:2]1[c:3]([Cl:13])[c:4]([Cl:12])[cH:5][c:6]2[nH:7][c:8]([Cl:11])[n:9][c:10]12.[C:14]([O:15][CH:18]1[CH:19]([O:20][C:21]([CH3:22])=[O:23])[CH:24]([O:25][C:26]([CH3:27])=[O:28])[CH:29]([CH3:31])[O:30]1)(=[O:16])[CH3:17].[CH3:32][Si:33]([O:34][S:35]([C:36]([F:37])([F:38])[F:39])(=[O:40])=[O:41])([CH3:42])[CH3:43].[CH3:44][C:45]#[N:46].[CH3:47][CH2:48][O:49][C:50](=[O:51])[CH3:52]>>[Br:1][c:2]1[c:3]([Cl:13])[c:4]([Cl:12])[cH:5][c:6]2[n:7]([CH:18]3[CH:19]([O:20][C:21]([CH3:22])=[O:23])[CH:24]([O:25][C:26]([CH3:27])=[O:28])[CH:29]([CH3:31])[O:30]3)[c:8]([Cl:11])[n:9][c:10]12. Starting materials: FCC(C#N)(CCCOCC1=CC=CC=C1)N1C(C=2C(C1=O)=CC=CC2)=O (2-fluoromethyl-2-phthalimido-5-benzyloxypentanenitrile), [Si](C)(C)(C)I (TMSI). RXN SMILES: [F:1][CH2:2][C:3]([N:17]1[C:21](=[O:22])[C:20]2=[CH:23][CH:24]=[CH:25][CH:26]=[C:19]2[C:18]1=[O:27])([CH2:6][CH2:7][CH2:8][O:9]CC1C=CC=CC=1)[C:4]#[N:5].[Si](I)(C)(C)C>ClCCl>[F:1][CH2:2][C:3]([N:17]1[C:21](=[O:22])[C:20]2=[CH:23][CH:24]=[CH:25][CH:26]=[C:19]2[C:18]1=[O:27])([CH2:6][CH2:7][CH2:8][OH:9])[C:4]#[N:5]. Yields the product FCC(C#N)(CCCO)N1C(C=2C(C1=O)=CC=CC2)=O (2-fluoromethyl-2-phthalimido-5-hydroxypentanenitrile). Run in ClCCl (dichloromethane). Procedure: To a solution of 2-fluoromethyl-2-phthalimido-5-benzyloxypentanenitrile (49.4 g) in dry dichloromethane (400 ml) is added TMSI (45 ml, 2.2 equivalents), and the mixture is stirred at room temperature overnight. The solvent is removed under vacuum. The residue is evaporated two times more with dichloromethane and then dissolved in chloroform. After addition of triethylamine (60 ml), the mixture is refluxed for 3 hours. Washing with water, 1N HCl (2×), water again, drying, and evaporation gives 2-... The yield is 114.9%. Conditions: time 8 hour. Starting materials: [Si](C)(C)(C(C)(C)C)N1C(CC1CC(CC(=O)OCC1=CC=C(C=C1)[N+](=O)[O-])=O)=O (N-(t-butyldimethylsilyl)-4-[3-(p-nitrobenzyloxycarbonyl)-2-oxopropyl]-azetidin-2-one), Cl (hydrochloric acid), P(=O)(O)([O-])[O-].[K+].[K+] (dipotassium hydrogenphosphate). The solvent is CO (methanol). Run at time 200 minute. Yields the product [N+](=O)([O-])C1=CC=C(COC(=O)CC(CC2CC(N2)=O)=O)C=C1 (4-[3-(p-nitrobenzyloxycarbonyl)-2-oxopropyl]-azetidin-2-one). Yield: 90.8%. As a reaction SMILES: [Si]([N:8]1[CH:11]([CH2:12][C:13](=[O:28])[CH2:14][C:15]([O:17][CH2:18][C:19]2[CH:24]=[CH:23][C:22]([N+:25]([O-:27])=[O:26])=[CH:21][CH:20]=2)=[O:16])[CH2:10][C:9]1=[O:29])(C(C)(C)C)(C)C.Cl.P([O-])([O-])(O)=O.[K+].[K+]>CO>[N+:25]([C:22]1[CH:23]=[CH:24][C:19]([CH2:18][O:17][C:15]([CH2:14][C:13](=[O:28])[CH2:12][CH:11]2[NH:8][C:9](=[O:29])[CH2:10]2)=[O:16])=[CH:20][CH:21]=1)([O-:27])=[O:26] |f:2.3.4|. Procedure: A solution of N-(t-butyldimethylsilyl)-4-[3-(p-nitrobenzyloxycarbonyl)-2-oxopropyl]-azetidin-2-one (5.17 g, 12.3 mMol) in methanol (55 ml) is treated with 1N hydrochloric acid (6.2ml) and then kept at room temperature for 200 mins. The solution is treated with 1M dipotassium hydrogenphosphate (6.2 ml) and concentrated under vacuum. The residue is taken up in ethyl acetate (100 ml), washed with brine, dried over magnesium sulfate, filtered, and evaporated under vacuum. Triturating the resulting o... Reactants: COc1cc2nccc(Oc3cc4ccccc4nc3Br)c2cc1OC, CCCC[Sn](CCCC)(CCCC)c1ccccn1, CN(C)C=O, O. Product: COc1cc2nccc(Oc3cc4ccccc4nc3-c3ccccn3)c2cc1OC. Reaction SMILES: [Br:6][c:7]1[n:8][c:9]2[cH:10][cH:11][cH:12][cH:13][c:14]2[cH:15][c:16]1[O:17][c:18]1[cH:19][cH:20][n:21][c:22]2[cH:23][c:24]([O:30][CH3:31])[c:25]([O:28][CH3:29])[cH:26][c:27]12.[CH2:32]([Sn:33]([CH2:34][CH2:35][CH2:36][CH3:43])([c:37]1[n:38][cH:39][cH:40][cH:41][cH:42]1)[CH2:44][CH2:45][CH2:46][CH3:47])[CH2:48][CH2:49][CH3:50].[CH3:1][N:2]([CH3:3])[CH:4]=[O:5].[OH2:51]>>[c:7]1(-[c:37]2[n:38][cH:39][cH:40][cH:41][cH:42]2)[n:8][c:9]2[cH:10][cH:11][cH:12][cH:13][c:14]2[cH:15][c:16]1[O:17][c:18]1[cH:19][cH:20][n:21][c:22]2[cH:23][c:24]([O:30][CH3:31])[c:25]([O:28][CH3:29])[cH:26][c:27]12. Reaction SMILES: [C:10]([CH2:11][C:12](=[O:13])[O:14][CH3:15])(=[O:16])[O:17][CH3:18].[CH2:26]1[CH2:27][CH2:28][NH:29][CH2:30][CH2:31]1.[CH3:19][c:20]1[cH:21][cH:22][cH:23][cH:24][cH:25]1.[CH3:32][C:33](=[O:34])[OH:35].[OH:1][c:2]1[cH:3][cH:4][c:5]([CH:6]=[O:7])[cH:8][cH:9]1>>[OH:1][c:2]1[cH:3][cH:4][c:5]([CH:6]=[C:11]([C:10](=[O:16])[O:17][CH3:18])[C:12](=[O:13])[O:14][CH3:15])[cH:8][cH:9]1. Reactants: COC(=O)CC(=O)OC, C1CCNCC1, Cc1ccccc1, CC(=O)O, O=Cc1ccc(O)cc1. Yields the product COC(=O)C(=Cc1ccc(O)cc1)C(=O)OC. Reactants: CCO, NN, O=C1c2ccccc2C(=O)N1Cc1ccc(COc2ccccc2)cn1, C1CCOC1, O. Product: NCc1ccc(COc2ccccc2)cn1. Reaction SMILES: [CH3:30][CH2:31][OH:32].[NH2:28][NH2:29].[O:1]([c:2]1[cH:3][cH:4][cH:5][cH:6][cH:7]1)[CH2:8][c:9]1[cH:10][cH:11][c:12]([CH2:15][N:16]2[C:17](=[O:18])[c:19]3[c:20]([cH:21][cH:22][cH:23][cH:24]3)[C:25]2=[O:26])[n:13][cH:14]1.[O:33]1[CH2:34][CH2:35][CH2:36][CH2:37]1.[OH2:27]>>[O:1]([c:2]1[cH:3][cH:4][cH:5][cH:6][cH:7]1)[CH2:8][c:9]1[cH:10][cH:11][c:12]([CH2:15][NH2:16])[n:13][cH:14]1.